This data is from the Open Reaction Database (ORD), a public repository of structured organic reaction records. The task is: describe an organic reaction: reactants, conditions, products, and yield Reactants: C(C)(=O)N1CCC(CC1)C(=O)N1C[C@H]([C@@H](CC1)NC)C1=CC(=C(C=C1)Cl)Cl ((3R,4R)-1-[(1-acetylpiperidin-4-yl)carbonyl]-3-(3,4-dichlorophenyl)-N-methylpiperidin-4-amine), C1(=CC=CC=C1)C=1C=C(SC1C(F)(F)F)C(=O)O (4-phenyl-5-(trifluoromethyl)thiophene-2-carboxylic acid). Yields the product C(C)(=O)N1CCC(CC1)C(=O)N1C[C@H]([C@@H](CC1)N(C(=O)C=1SC(=C(C1)C1=CC=CC=C1)C(F)(F)F)C)C1=CC(=C(C=C1)Cl)Cl (N-[(3R,4R)-1-[(1-acetylpiperidin-4-yl)carbonyl]-3-(3,4-dichlorophenyl)piperidin-4-yl]-N-methyl-4-phenyl-5-(trifluoromethyl)thiophene-2-carboxamide). As a reaction SMILES: [C:1]([N:4]1[CH2:9][CH2:8][CH:7]([C:10]([N:12]2[CH2:17][CH2:16][C@@H:15]([NH:18][CH3:19])[C@H:14]([C:20]3[CH:25]=[CH:24][C:23]([Cl:26])=[C:22]([Cl:27])[CH:21]=3)[CH2:13]2)=[O:11])[CH2:6][CH2:5]1)(=[O:3])[CH3:2].[C:28]1([C:34]2[CH:35]=[C:36]([C:43]([OH:45])=O)[S:37][C:38]=2[C:39]([F:42])([F:41])[F:40])[CH:33]=[CH:32][CH:31]=[CH:30][CH:29]=1>>[C:1]([N:4]1[CH2:5][CH2:6][CH:7]([C:10]([N:12]2[CH2:17][CH2:16][C@@H:15]([N:18]([CH3:19])[C:43]([C:36]3[S:37][C:38]([C:39]([F:40])([F:41])[F:42])=[C:34]([C:28]4[CH:29]=[CH:30][CH:31]=[CH:32][CH:33]=4)[CH:35]=3)=[O:45])[C@H:14]([C:20]3[CH:25]=[CH:24][C:23]([Cl:26])=[C:22]([Cl:27])[CH:21]=3)[CH2:13]2)=[O:11])[CH2:8][CH2:9]1)(=[O:3])[CH3:2]. Procedure: Using the compound obtained in Example 78 and 4-phenyl-5-(trifluoromethyl)thiophene-2-carboxylic acid, and by the reaction and purification in the same manner as in Example 3, the title compound was obtained.